This data is from the Open Reaction Database (ORD), a public repository of structured organic reaction records. The task is: describe an organic reaction: reactants, conditions, products, and yield Starting materials: FC1=C(C=C(C=C1)C1=CC(=CC=C1)F)CNC=1C=C(OCC(=O)OCC)C=CC1 (ethyl 2-[3-[[2-fluoro-5-(3-fluorophenyl)phenyl]methylamino]phenoxy]acetate), Cl (HCl), O[Li].O (LiOH.H2O). Solvent: C1CCOC1 (THF), O (H2O), O (water). Run at time 1 hour. Yields the product FC1=C(C=C(C=C1)C1=CC(=CC=C1)F)CNC=1C=C(OCC(=O)O)C=CC1 (2-[3-[[2-Fluoro-5-(3-fluorophenyl)phenyl]methylamino]phenoxy]acetic acid), solid. The yield is 68.0%. Reaction SMILES: [F:1][C:2]1[CH:7]=[CH:6][C:5]([C:8]2[CH:13]=[CH:12][CH:11]=[C:10]([F:14])[CH:9]=2)=[CH:4][C:3]=1[CH2:15][NH:16][C:17]1[CH:18]=[C:19]([CH:27]=[CH:28][CH:29]=1)[O:20][CH2:21][C:22]([O:24]CC)=[O:23].O[Li].O.Cl>C1COCC1.O>[F:1][C:2]1[CH:7]=[CH:6][C:5]([C:8]2[CH:13]=[CH:12][CH:11]=[C:10]([F:14])[CH:9]=2)=[CH:4][C:3]=1[CH2:15][NH:16][C:17]1[CH:18]=[C:19]([CH:27]=[CH:28][CH:29]=1)[O:20][CH2:21][C:22]([OH:24])=[O:23] |f:1.2|. Procedure: To a stirred solution of ethyl 2-[3-[[2-fluoro-5-(3-fluorophenyl)phenyl]methylamino]phenoxy]acetate (317.0 mg, 0.83 mmol, 1.0 eq) in a mixture of THF (6 mL) and H2O (6 mL) was added LiOH.H2O (134 mg, 3.19 mmol, 4.0 eq). The reaction was stirred at room temperature for 1 h, then diluted with water (30 mL) and the solution neutralized by addition of 1M HCl. The mixture was extracted with EtOAc, the combined organic extracts were washed with brine, dried (Na2CO3), filtered and evaporated in vacuo. ... Starting materials: NC1=NC(=CC(=N1)Cl)C (2-amino-4-chloro-6-methylpyrimidine), C(CC)N (n-propylamine), C(CC)N (n-propylamine). The solvent is C(C)O (ethanol). Run at time 1 hour. Product: NC1=NC(=CC(=N1)NCCC)C (2-amino-4-propylamino-6-methylpyrimidine). Isolated yield 105.3%. Reaction SMILES: [NH2:1][C:2]1[N:7]=[C:6](Cl)[CH:5]=[C:4]([CH3:9])[N:3]=1.[CH2:10]([NH2:13])[CH2:11][CH3:12]>C(O)C>[NH2:1][C:2]1[N:7]=[C:6]([NH:13][CH2:10][CH2:11][CH3:12])[CH:5]=[C:4]([CH3:9])[N:3]=1. Reported procedure: Under a nitrogen atmosphere, a solution of 17.0 grams (0.12 mole) of 2-amino-4-chloro-6-methylpyrimidine (commercially available) and 20 mL (0.24 mole) of n-propylamine was stirred, and 25 mL of ethanol was added. Upon completion of addition, the reaction mixture was stirred at ambient temperature for one hour. After this time, the reaction mixture was heated to reflux where it stirred for 2.5 hours. An additional five mL of n-propylamine was added to the reaction mixture, then it was allowed to... The reactants are CC(C)C(NC(=O)OCc1ccccc1)C(=O)OCCCC(=O)OC(C)(C)C, CCCC[N+](CCCC)(CCCC)CCCC, ClCI, C1COCCO1, [OH-], O=C(O)C(F)(F)F. The product is CC(C)C(NC(=O)OCc1ccccc1)C(=O)OCCCC(=O)OCCl. RXN SMILES: [C:1]([CH3:2])([CH3:3])([CH3:4])[O:5][C:6]([CH2:7][CH2:8][CH2:9][O:10][C:11]([CH:12]([NH:13][C:14](=[O:15])[O:16][CH2:17][c:18]1[cH:19][cH:20][cH:21][cH:22][cH:23]1)[CH:24]([CH3:25])[CH3:26])=[O:27])=[O:28].[CH2:37]([N+:38]([CH2:39][CH2:40][CH2:41][CH3:42])([CH2:43][CH2:44][CH2:45][CH3:46])[CH2:47][CH2:48][CH2:49][CH3:50])[CH2:51][CH2:52][CH3:53].[Cl:54][CH2:55][I:56].[O:57]1[CH2:58][CH2:59][O:60][CH2:61][CH2:62]1.[OH-:36].[OH:29][C:30]([C:31]([F:32])([F:33])[F:34])=[O:35]>>[CH2:1]([O:5][C:6]([CH2:7][CH2:8][CH2:9][O:10][C:11]([CH:12]([NH:13][C:14](=[O:15])[O:16][CH2:17][c:18]1[cH:19][cH:20][cH:21][cH:22][cH:23]1)[CH:24]([CH3:25])[CH3:26])=[O:27])=[O:28])[Cl:54].